This data is from the Open Reaction Database (ORD), a public repository of structured organic reaction records. The task is: describe an organic reaction: reactants, conditions, products, and yield Starting materials: product, OC1=CC(=CC=2OC(C3=C(C21)CC(CC3)C)(C)C)C(C)C(CCCCC)C (1-Hydroxy-3-(3-methyl-2-octyl)-6,6,9-trimethyl-7,8,9,10-tetrahydro-6H-dibenzo[b,d]pyran), C(Cl)Cl (methylene chloride), Br.O1CCN(CC1)CCCC(=O)O (γ-morpholinobutyric acid hydrobromide), C1(CCCCC1)N=C=NC1CCCCC1 (dicyclohexylcarbodiimide). Solvent: CO.C(Cl)(Cl)Cl (MeOH CHCl3), CCOCC (ether). Product: Br.CC(C(C)C=1C=C(C2=C(OC(C3=C2CC(CC3)C)(C)C)C1)OC(CCCN1CCOCC1)=O)CCCCC (3-(3-Methyl-2-octyl)-1-[4-(morpholino)butyryloxy]-6,6,9-trimethyl-7,8,9,10-tetrahydro-6H-dibenzo[b,d]pyran hydrobromide). RXN SMILES: [OH:1][C:2]1[C:11]2[C:10]3[CH2:12][CH:13]([CH3:16])[CH2:14][CH2:15][C:9]=3[C:8]([CH3:18])([CH3:17])[O:7][C:6]=2[CH:5]=[C:4]([CH:19]([CH:21]([CH3:27])[CH2:22][CH2:23][CH2:24][CH2:25][CH3:26])[CH3:20])[CH:3]=1.[BrH:28].[O:29]1[CH2:34][CH2:33][N:32]([CH2:35][CH2:36][CH2:37][C:38](O)=[O:39])[CH2:31][CH2:30]1.C1(N=C=NC2CCCCC2)CCCCC1.C(Cl)Cl>CCOCC.CO.C(Cl)(Cl)Cl>[BrH:28].[CH3:27][CH:21]([CH2:22][CH2:23][CH2:24][CH2:25][CH3:26])[CH:19]([C:4]1[CH:3]=[C:2]([O:1][C:38](=[O:39])[CH2:37][CH2:36][CH2:35][N:32]2[CH2:31][CH2:30][O:29][CH2:34][CH2:33]2)[C:11]2[C:10]3[CH2:12][CH:13]([CH3:16])[CH2:14][CH2:15][C:9]=3[C:8]([CH3:17])([CH3:18])[O:7][C:6]=2[CH:5]=1)[CH3:20] |f:1.2,6.7,8.9|. Procedure details: 4.12 g. (11.15 mmole) of 1-Hydroxy-3-(3-methyl-2-octyl)-6,6,9-trimethyl-7,8,9,10-tetrahydro-6H-dibenzo[b,d]pyran was combined with 2.84 g. (11.15 mmole) of γ-morpholinobutyric acid hydrobromide and 2.48 g. (12.0 mmole) of dicyclohexylcarbodiimide in 250 ml. of methylene chloride and stirred at room temperature for 16 hours. The by-product of dicyclohexylurea was removed by filtration and the filtrate was evaporated to give a golden, viscous residue. The material was dissolved in ether and the so... Reactants: CCOC(=O)C(O)CCCNC(=O)OC(C)(C)C, C1CCOC1, CCO, ClCCl, c1ccc(P(c2ccccc2)c2ccccc2)cc1, [N-]=[N+]=NP(=O)(c1ccccc1)c1ccccc1. Yields the product CCOC(=O)C(CCCNC(=O)OC(C)(C)C)N=[N+]=[N-]. Reaction SMILES: [CH2:1]([CH3:2])[O:3][C:4]([CH:5]([CH2:6][CH2:7][CH2:8][NH:9][C:10](=[O:11])[O:12][C:13]([CH3:14])([CH3:15])[CH3:16])[OH:17])=[O:18].[CH2:58]1[O:59][CH2:60][CH2:61][CH2:62]1.[CH3:63][CH2:64][OH:65].[Cl:55][CH2:56][Cl:57].[c:19]1([P:20]([c:21]2[cH:22][cH:23][cH:24][cH:25][cH:26]2)[c:27]2[cH:28][cH:29][cH:30][cH:31][cH:32]2)[cH:33][cH:34][cH:35][cH:36][cH:37]1.[c:38]1([P:39]([c:40]2[cH:41][cH:42][cH:43][cH:44][cH:45]2)(=[O:46])[N:52]=[N+:53]=[N-:54])[cH:47][cH:48][cH:49][cH:50][cH:51]1>>[CH2:1]([CH3:2])[O:3][C:4]([CH:5]([CH2:6][CH2:7][CH2:8][NH:9][C:10](=[O:11])[O:12][C:13]([CH3:14])([CH3:15])[CH3:16])[N:52]=[N+:53]=[N-:54])=[O:18]. Starting materials: C[Si](C)(C)[N-][Si](C)(C)C.[Li+] (lithium bis(trimethylsilyl)amide), C(C)(C)NC=1SC2=C(N1)C=CC(=C2)CC(=O)OC (methyl 2-(2-(isopropylamino)benzo[d]thiazol-6-yl)acetate), ice, FC1=C(C(=O)OC)C=CC=C1 (methyl 2-fluorobenzoate), Cl (HCl). Run in C1CCOC1 (THF), C1CCOC1 (THF), C1CCOC1 (THF). Reaction conditions: temperature -78 celsius, time 1 hour. Yields the product FC1=C(C=CC=C1)C(C(C(=O)OC)C1=CC2=C(N=C(S2)NC(C)C)C=C1)=O (Methyl 3-(2-fluorophenyl)-2-(2-(isopropylamino)benzo[d]thiazol-6-yl)-3-oxopropanoate). The yield is 120.2%. As a reaction SMILES: C[Si]([N-][Si](C)(C)C)(C)C.[Li+].[CH:11]([NH:14][C:15]1[S:16][C:17]2[CH:23]=[C:22]([CH2:24][C:25]([O:27][CH3:28])=[O:26])[CH:21]=[CH:20][C:18]=2[N:19]=1)([CH3:13])[CH3:12].[F:29][C:30]1[CH:39]=[CH:38][CH:37]=[CH:36][C:31]=1[C:32](OC)=[O:33].Cl>C1COCC1>[F:29][C:30]1[CH:39]=[CH:38][CH:37]=[CH:36][C:31]=1[C:32](=[O:33])[CH:24]([C:22]1[CH:21]=[CH:20][C:18]2[N:19]=[C:15]([NH:14][CH:11]([CH3:12])[CH3:13])[S:16][C:17]=2[CH:23]=1)[C:25]([O:27][CH3:28])=[O:26] |f:0.1|. Reported procedure: To a solution of lithium bis(trimethylsilyl)amide (1.0 M in THF, 15.1 mL) in THF (30 mL) was added a solution of methyl 2-(2-(isopropylamino)benzo[d]thiazol-6-yl)acetate (1.60 g, 6.05 mmol) in THF (20 mL) at −78° C. over 40 min. The resulting solution was stirred at −78° C. for 15 min before a solution of methyl 2-fluorobenzoate (1.08 mL, 8.48 mmol) in THF (10 mL) was added over 5 min. The mixture was stirred at −78° C. for 1 hr and then at rt for 3 hr before it was poured into ice-cold water (1... Starting materials: CCN=C=NCCCN(C)C, CCN(C(C)C)C(C)C, ClCCl, Cl, Cl, NC(Cc1ccccc1)C(O)CNCc1cccc(C(F)(F)F)c1, CCCC(CCC)N1Cc2c(C(=O)O)cccc2C1=O, O, Oc1cccc2[nH]nnc12. Product: CCCC(CCC)N1Cc2c(C(=O)NC(Cc3ccccc3)C(O)CNCc3cccc(C(F)(F)F)c3)cccc2C1=O. As a reaction SMILES: [CH3:57][N:58]([CH3:59])[CH2:60][CH2:61][CH2:62][N:63]=[C:64]=[N:65][CH2:66][CH3:67].[CH:68]([N:69]([CH2:70][CH3:71])[CH:72]([CH3:73])[CH3:74])([CH3:75])[CH3:76].[Cl:77][CH2:78][Cl:79].[ClH:21].[ClH:56].[NH2:22][CH:23]([CH:24]([CH2:25][NH:26][CH2:27][c:28]1[cH:29][c:30]([C:34]([F:35])([F:36])[F:37])[cH:31][cH:32][cH:33]1)[OH:38])[CH2:39][c:40]1[cH:41][cH:42][cH:43][cH:44][cH:45]1.[O:1]=[C:2]1[N:3]([CH:14]([CH2:15][CH2:16][CH3:17])[CH2:18][CH2:19][CH3:20])[CH2:4][c:5]2[c:6]([C:11](=[O:12])[OH:13])[cH:7][cH:8][cH:9][c:10]21.[OH2:80].[OH:46][c:47]1[c:48]2[n:49][n:50][nH:51][c:52]2[cH:53][cH:54][cH:55]1>>[O:1]=[C:2]1[N:3]([CH:14]([CH2:15][CH2:16][CH3:17])[CH2:18][CH2:19][CH3:20])[CH2:4][c:5]2[c:6]([C:11](=[O:13])[NH:22][CH:23]([CH:24]([CH2:25][NH:26][CH2:27][c:28]3[cH:29][c:30]([C:34]([F:35])([F:36])[F:37])[cH:31][cH:32][cH:33]3)[OH:38])[CH2:39][c:40]3[cH:41][cH:42][cH:43][cH:44][cH:45]3)[cH:7][cH:8][cH:9][c:10]21.